This data is from the Open Reaction Database (ORD), a public repository of structured organic reaction records. The task is: describe an organic reaction: reactants, conditions, products, and yield Run in C(C)OCC (diethy ether). Reactants: S1C=C(C=C1)C(C(CC(C)=O)=O)CC (5-Thiophen-3-yl-heptane-2,4-dione), C1=CC=CC=C1 (benzene), O.C1(=CC=C(C=C1)S(=O)(=O)O)C (p-toluene sulfonic acid monohydrate). The product is C(C)C1=C(C=C(C=2SC=CC21)C)O (4-Ethyl-7-methyl-benzo[b]thiophen-5-ol). As a reaction SMILES: [S:1]1[CH:5]=[CH:4][C:3]([CH:6]([CH2:13][CH3:14])[C:7](=[O:12])[CH2:8][C:9](=O)[CH3:10])=[CH:2]1.C1C=CC=CC=1.O.C1(C)C=CC(S(O)(=O)=O)=CC=1>C(OCC)C>[CH2:13]([C:6]1[C:3]2[CH:4]=[CH:5][S:1][C:2]=2[C:9]([CH3:10])=[CH:8][C:7]=1[OH:12])[CH3:14] |f:2.3|. Procedure details: 5-Thiophen-3-yl-heptane-2,4-dione (410 mg, 2 mmol) was dissolved inin 15 ml benzene, and p-toluene sulfonic acid monohydrate (408 mg, 2 mmol) was added. The reaction mixture was heated to reflux for 30 min, cooled, diluted with diethy ether, washed with saturated sodium bicarbonate, water, brine, and dried over magnesium sulfate. Concentration in vacuo 370 mg of 4-Ethyl-7-methyl-benzo[b]thiophen-5-ol, 98% , as a white solid. The reactants are N(N)C=1N=NC(=CC1)C1=CC(=CC=C1)C(F)(F)F (3-hydrazino-6-[3-(trifluoromethyl)phenyl]pyridazine), C(C)O (ethanol), [H][H] (hydrogen). Reagents/catalysts: [Ni] (Raney nickel). Run in O (water). The product is NC=1N=NC(=CC1)C1=CC(=CC=C1)C(F)(F)F (3-amino-6-[3-(trifluoromethyl)phenyl]pyridazine). RXN SMILES: [NH:1]([C:3]1[N:4]=[N:5][C:6]([C:9]2[CH:14]=[CH:13][CH:12]=[C:11]([C:15]([F:18])([F:17])[F:16])[CH:10]=2)=[CH:7][CH:8]=1)N.C(O)C.[H][H]>[Ni].O>[NH2:1][C:3]1[N:4]=[N:5][C:6]([C:9]2[CH:14]=[CH:13][CH:12]=[C:11]([C:15]([F:17])([F:16])[F:18])[CH:10]=2)=[CH:7][CH:8]=1. Procedure details: Alternatively, 5.0 g of 3-hydrazino-6-[3-(trifluoromethyl)phenyl]pyridazine, 100 ml of ethanol, 10 ml of water and Raney nickel catalyst was shaken with hydrogen under 40 pounds of pressure in a Parr apparatus for 18 hours. The mixture was cooled and filtered and the filtrate concentrated to a gummy soid which was crystallized from dichloromethane-hexane to give 3-amino-6-[3-(trifluoromethyl)phenyl]pyridazine as off-white crystals, mp 138°-139° C. Starting materials: O (water), [Na].C(#N)C=1C=C2C(=CC=NC2=CC1O)OC1=CC(=C(C=C1)NC(=O)NC1=CC=C(C=C1)F)F (6-cyano-4-(4-(4-fluoroanilinocarbonyl)amino-3-fluorophenoxy)quinolin-7-ol sodium salt), C([O-])([O-])=O.[K+].[K+] (potassium carbonate), Cl.ClCC1CN(CCC1)C (3-chloromethyl-1-methylpiperidine hydrochloride). The solvent is CN(C=O)C (dimethylformamide). Conditions: temperature 75 celsius, time 8 hour. Yields the product C(#N)C=1C=C2C(=CC=NC2=CC1OCC1CN(CCC1)C)OC1=CC(=C(C=C1)NC(=O)NC1=CC=C(C=C1)F)F (N-(4-(6-Cyano-7-((1-methylpiperidin-3-yl)methoxy)-4-quinolyl)oxy-2-fluorophenyl)-N′-(4-fluorophenyl)urea). Isolated yield 3.9%. Reaction SMILES: [Na].[C:2]([C:4]1[CH:5]=[C:6]2[C:11](=[CH:12][C:13]=1[OH:14])[N:10]=[CH:9][CH:8]=[C:7]2[O:15][C:16]1[CH:21]=[CH:20][C:19]([NH:22][C:23]([NH:25][C:26]2[CH:31]=[CH:30][C:29]([F:32])=[CH:28][CH:27]=2)=[O:24])=[C:18]([F:33])[CH:17]=1)#[N:3].C(=O)([O-])[O-].[K+].[K+].Cl.Cl[CH2:42][CH:43]1[CH2:48][CH2:47][CH2:46][N:45]([CH3:49])[CH2:44]1.O>CN(C)C=O>[C:2]([C:4]1[CH:5]=[C:6]2[C:11](=[CH:12][C:13]=1[O:14][CH2:42][CH:43]1[CH2:48][CH2:47][CH2:46][N:45]([CH3:49])[CH2:44]1)[N:10]=[CH:9][CH:8]=[C:7]2[O:15][C:16]1[CH:21]=[CH:20][C:19]([NH:22][C:23]([NH:25][C:26]2[CH:31]=[CH:30][C:29]([F:32])=[CH:28][CH:27]=2)=[O:24])=[C:18]([F:33])[CH:17]=1)#[N:3] |f:0.1,2.3.4,5.6,^1:0|. Procedure: After dissolving 6-cyano-4-(4-(4-fluoroanilinocarbonyl)amino-3-fluorophenoxy)quinolin-7-ol sodium salt (222 mg), potassium carbonate (162 mg) and 3-chloromethyl-1-methylpiperidine hydrochloride (86 mg) in dimethylformamide (1.7 ml) and stirring the mixture overnight at 70-80° C., water was added, and extraction was performed with a tetrahydrofuran and ethyl acetate mixed solvent prior to concentration under reduced pressure and purification of the residue with NH Silica (Fuji Silicia Chemical). ... As a reaction SMILES: [C:1]([C:4]12[CH2:11][CH2:10][C:7]([NH:12][CH2:13][C:14]([N:16]3[CH2:20][C@@H:19]([F:21])[CH2:18][C@H:17]3[C:22]#[N:23])=[O:15])([CH2:8][CH2:9]1)[CH2:6][CH2:5]2)(O)=[O:2].[C:24]12([C:34]3[N:35]=[C:36]([NH2:39])[S:37][CH:38]=3)[CH2:33][CH:28]3[CH2:29][CH:30]([CH2:32][CH:26]([CH2:27]3)[CH2:25]1)[CH2:31]2>>[C:24]12([C:34]3[N:35]=[C:36]([NH:39][C:1]([C:4]45[CH2:11][CH2:10][C:7]([NH:12][CH2:13][C:14]([N:16]6[CH2:20][C@@H:19]([F:21])[CH2:18][C@H:17]6[C:22]#[N:23])=[O:15])([CH2:8][CH2:9]4)[CH2:6][CH2:5]5)=[O:2])[S:37][CH:38]=3)[CH2:33][CH:28]3[CH2:29][CH:30]([CH2:32][CH:26]([CH2:27]3)[CH2:25]1)[CH2:31]2. The product is C12(CC3CC(CC(C1)C3)C2)C=2N=C(SC2)NC(=O)C23CCC(CC2)(CC3)NCC(=O)N3[C@@H](C[C@@H](C3)F)C#N ((2S,4S)-1-[[N-[4-[N-(4-adamantylthiazol-2-yl)amino]carbonylbicyclo[2.2.2]oct-1-yl]amino]acetyl]-4-fluoropyrrolidine-2-carbonitrile). The reactants are C(=O)(O)C12CCC(CC1)(CC2)NCC(=O)N2[C@@H](C[C@@H](C2)F)C#N ((2S,4S)-1-[[N-(4-carboxybicyclo[2.2.2]oct-1-yl)amino]acetyl]-4-fluoropyrrolidine-2-carbonitrile), C12(CC3CC(CC(C1)C3)C2)C=2N=C(SC2)N (4-adamantyl-2-aminothiazole). Procedure details: In a similar manner to Example 87, (2S,4S)-1-[[N-(4-carboxybicyclo[2.2.2]oct-1-yl)amino]acetyl]-4-fluoropyrrolidine-2-carbonitrile (50.0 mg) and 4-adamantyl-2-aminothiazole (79.7 mg) were used to obtain (2S,4S)-1-[[N-[4-[N-(4-adamantylthiazol-2-yl)amino]carbonylbicyclo[2.2.2]oct-1-yl]amino]acetyl]-4-fluoropyrrolidine-2-carbonitrile (29.5 mg). The yield is 35.3%. The reactants are C(C)(C)(C)[Si](ON)(C)C (O-(tert-Butyldimethyl-silyl) hydroxylamine), C1=CC2=CC(=CC3=C2C(=C1)C(=O)OC3=O)[N+](=O)[O-] (3-nitro-1,8-naphthalic anhydride). Solvent: N1=CC=CC=C1 (pyridine). Product: [Si](C)(C)(C(C)(C)C)ON1C(C2=CC=CC=3C2=C(C1=O)C=C(C3)[N+](=O)[O-])=O (2-tert-Butyldimethylsilyoxy-5-nitro-benzo[de]isoquinoline-1,3-dione). The yield is 85.1%. RXN SMILES: [C:1]([Si:5]([CH3:9])([CH3:8])[O:6][NH2:7])([CH3:4])([CH3:3])[CH3:2].[CH:10]1[CH:19]=[C:18]2[C:20]([O:22][C:23](=O)[C:16]3=[C:17]2[C:12](=[CH:13][C:14]([N+:25]([O-:27])=[O:26])=[CH:15]3)[CH:11]=1)=[O:21]>N1C=CC=CC=1>[Si:5]([O:6][N:7]1[C:23](=[O:22])[C:16]2[CH:15]=[C:14]([N+:25]([O-:27])=[O:26])[CH:13]=[C:12]3[C:17]=2[C:18](=[CH:19][CH:10]=[CH:11]3)[C:20]1=[O:21])([C:1]([CH3:4])([CH3:3])[CH3:2])([CH3:9])[CH3:8]. Reported procedure: O-(tert-Butyldimethyl-silyl) hydroxylamine (1.8 g, 12.3 mmol) was added to a solution of 3-nitro-1,8-naphthalic anhydride (2.0 g, 8.2 mmol) in 50 mL of pyridine. The solution was refluxed for 4 hours and concentrated in vacuo. Purification as described in Example A-1 gave 2.6 g of the title compound. Starting materials: [BH4-], [Na+], CC12CCC3c4ccc(O)cc4CC(CCCCCN4CCCC4CSCCCC(F)(F)C(F)(F)F)C3C1CCC2=O. Product: CC12CCC3c4ccc(O)cc4CC(CCCCCN4CCCC4CSCCCC(F)(F)C(F)(F)F)C3C1CCC2O. As a reaction SMILES: [BH4-:43].[Na+:44].[OH:1][c:2]1[cH:3][c:4]2[c:17]([cH:18][cH:19]1)[CH:16]1[CH:7]([CH:6]([CH2:21][CH2:22][CH2:23][CH2:24][CH2:25][N:26]3[CH:27]([CH2:31][S:32][CH2:33][CH2:34][CH2:35][C:36]([C:37]([F:38])([F:39])[F:40])([F:41])[F:42])[CH2:28][CH2:29][CH2:30]3)[CH2:5]2)[CH:8]2[CH2:9][CH2:10][C:11](=[O:20])[C:12]2([CH3:13])[CH2:14][CH2:15]1>>[OH:1][c:2]1[cH:3][c:4]2[c:17]([cH:18][cH:19]1)[CH:16]1[CH:7]([CH:6]([CH2:21][CH2:22][CH2:23][CH2:24][CH2:25][N:26]3[CH:27]([CH2:31][S:32][CH2:33][CH2:34][CH2:35][C:36]([C:37]([F:38])([F:39])[F:40])([F:41])[F:42])[CH2:28][CH2:29][CH2:30]3)[CH2:5]2)[CH:8]2[CH2:9][CH2:10][CH:11]([OH:20])[C:12]2([CH3:13])[CH2:14][CH2:15]1. The reactants are CC1=C(C(=NC(=N1)C1=CC=CC=C1)C1=CC(=CC=C1)[N+](=O)[O-])CN1C(C=2C(C1=O)=CC=CC2)=O (6-methyl-4-(3-nitrophenyl)-5-phthalimidomethyl-2-phenylpyrimidine), O.NN (hydrazine monohydrate). Solvent: C(C)O (ethanol). The product is NCC=1C(=NC(=NC1C)C1=CC=CC=C1)C1=CC(=CC=C1)[N+](=O)[O-] (5-aminomethyl-6-methyl-4-(3-nitrophenyl)-2-phenylpyrimidine). Isolated yield 22.8%. As a reaction SMILES: [CH3:1][C:2]1[N:7]=[C:6]([C:8]2[CH:13]=[CH:12][CH:11]=[CH:10][CH:9]=2)[N:5]=[C:4]([C:14]2[CH:19]=[CH:18][CH:17]=[C:16]([N+:20]([O-:22])=[O:21])[CH:15]=2)[C:3]=1[CH2:23][N:24]1C(=O)C2=CC=CC=C2C1=O.O.NN>C(O)C>[NH2:24][CH2:23][C:3]1[C:4]([C:14]2[CH:19]=[CH:18][CH:17]=[C:16]([N+:20]([O-:22])=[O:21])[CH:15]=2)=[N:5][C:6]([C:8]2[CH:9]=[CH:10][CH:11]=[CH:12][CH:13]=2)=[N:7][C:2]=1[CH3:1] |f:1.2|. Procedure: A suspension of 6-methyl-4-(3-nitrophenyl)-5-phthalimidomethyl-2-phenylpyrimidine (6.9 g) and hydrazine monohydrate (0.8 g) in ethanol (140 ml) was refluxed for 6 hours. After filtering off the insolubles, the filtrate was poured into a suspension of chloroform (200 ml) and water (300 ml) under stirring. The organic layer was separated, washed with aqueous sodium chloride and dried over magnesium sulfate. The solvent was evaporated in vacuo and the resulting crystals were recrystallized from eth... The reactants are CCc1c(-c2cn(-c3cc(N)ccc3C)cn2)cnn1-c1ccccc1, C1CCOC1, C[Si](C)(C)[N-][Si](C)(C)C, COC(=O)c1cc(C(C)(C)C)ccc1OC, [Li+], [Na+], O=C([O-])O. The product is CCc1c(-c2cn(-c3cc(NC(=O)c4cc(C(C)(C)C)ccc4OC)ccc3C)cn2)cnn1-c1ccccc1. As a reaction SMILES: [CH2:1]([CH3:2])[c:3]1[c:4](-[c:14]2[n:15][cH:16][n:17](-[c:19]3[cH:20][c:21]([NH2:26])[cH:22][cH:23][c:24]3[CH3:25])[cH:18]2)[cH:5][n:6][n:7]1-[c:8]1[cH:9][cH:10][cH:11][cH:12][cH:13]1.[CH2:58]1[O:59][CH2:60][CH2:61][CH2:62]1.[CH3:28][Si:29]([N-:30][Si:31]([CH3:32])([CH3:33])[CH3:34])([CH3:35])[CH3:36].[CH3:37][O:38][C:39]([c:40]1[c:41]([O:50][CH3:51])[cH:42][cH:43][c:44]([C:46]([CH3:47])([CH3:48])[CH3:49])[cH:45]1)=[O:52].[Li+:27].[Na+:57].[O-:53][C:54]([OH:55])=[O:56]>>[CH2:1]([CH3:2])[c:3]1[c:4](-[c:14]2[n:15][cH:16][n:17](-[c:19]3[cH:20][c:21]([NH:26][C:39](=[O:38])[c:40]4[c:41]([O:50][CH3:51])[cH:42][cH:43][c:44]([C:46]([CH3:47])([CH3:48])[CH3:49])[cH:45]4)[cH:22][cH:23][c:24]3[CH3:25])[cH:18]2)[cH:5][n:6][n:7]1-[c:8]1[cH:9][cH:10][cH:11][cH:12][cH:13]1. The reactants are C1(CCCC1)N1N=C(C(=C1N)C(=O)N)CC (1-cyclopentyl-3-ethyl-5-amino-1H-pyrazole-4-carboxamide), O1C2=C(CC1)C=C(C=C2)C=O (2,3-dihydrobenzo[b]furan-5-carboxaldehyde), CS(=O)(=O)O (methanesulfonic acid), xylenes. Solvent: CCOCC (ether). Conditions: time 2 day. Yields the product C1(CCCC1)N1NC(=C2C1=NC(=NC2=O)C2=CC1=C(OCC1)C=C2)CC (1-cyclopentyl-3-ethyl-6-(2,3-dihydrobenzo[b]furan-5-yl)pyrazolo[3,4-d]pyrimidin-4-one). The yield is 52.3%. RXN SMILES: [CH:1]1([N:6]2[C:10]([NH2:11])=[C:9]([C:12]([NH2:14])=[O:13])[C:8]([CH2:15][CH3:16])=[N:7]2)[CH2:5][CH2:4][CH2:3][CH2:2]1.[O:17]1[CH2:21][CH2:20][C:19]2[CH:22]=[C:23]([CH:26]=O)[CH:24]=[CH:25][C:18]1=2.CS(O)(=O)=O>CCOCC>[CH:1]1([N:6]2[C:10]3=[N:11][C:26]([C:23]4[CH:24]=[CH:25][C:18]5[O:17][CH2:21][CH2:20][C:19]=5[CH:22]=4)=[N:14][C:12](=[O:13])[C:9]3=[C:8]([CH2:15][CH3:16])[NH:7]2)[CH2:2][CH2:3][CH2:4][CH2:5]1. Reported procedure: A mixture of 1-cyclopentyl-3-ethyl-5-amino-1H-pyrazole-4-carboxamide (2.0 g, 9.0 mmol), 2,3-dihydrobenzo[b]furan-5-carboxaldehyde (1.73 g, 11.7 mmol), methanesulfonic acid (0.25 ml) and xylenes (50 ml) was refluxed for 20 hours and then allowed to stand for about 2 days. The reaction mixture was diluted with ether and the product was collected by filtration and dried to afford 1.65 g (52%) of 1-cyclopentyl-3-ethyl-6-(2,3-dihydrobenzo[b]furan-5-yl)pyrazolo[3,4-d]pyrimidin-4-one 1/10 hydrate, m.p.... Starting materials: CC1=C2N(C3=CC=CC=C13)C(C(CC2)CC=2N=CNC2C)=O ((+)8,9-dihydro-10-methyl-7-[(5-methyl-1H-imidazol-4-yl)methyl]pyrido[1,2-a]indol-6(7H)-on), C(C)O (ethanol), Cl (hydrochloric acid). Run in O (water). Run at temperature 10 celsius. The product is CC1=C2N(C3=CC=CC=C13)C(C(CC2)CC=2N=CNC2C)=O.Cl ((+)8,9-dihydro-10-methyl-7-[(5-methyl-1H-imidazol-4-yl)methyl]pyrido[1,2-a]indol-6(7H)-one·hydrochloride). Isolated yield 93.0%. Reaction SMILES: [CH3:1][C:2]1[C:10]2[C:5](=[CH:6][CH:7]=[CH:8][CH:9]=2)[N:4]2[C:11](=[O:22])[CH:12]([CH2:15][C:16]3[N:17]=[CH:18][NH:19][C:20]=3[CH3:21])[CH2:13][CH2:14][C:3]=12.C(O)C.[ClH:26]>O>[CH3:1][C:2]1[C:10]2[C:5](=[CH:6][CH:7]=[CH:8][CH:9]=2)[N:4]2[C:11](=[O:22])[CH:12]([CH2:15][C:16]3[N:17]=[CH:18][NH:19][C:20]=3[CH3:21])[CH2:13][CH2:14][C:3]=12.[ClH:26] |f:4.5|. Procedure: (+)8,9-dihydro-10-methyl-7-[(5-methyl-1H-imidazol-4-yl)methyl]pyrido[1,2-a]indol-6(7H)-on (100 g) was suspended in the mixture of ethanol (300 ml) and deionized water (300 ml), and 6 N hydrochloric acid (100 ml) was added thereto at an interior temperature of not less than 30° C. After the addition thereof, it was heated to an interior temperature of 65~75° C. and the precipitated crystals were dissolved. After the dissolution, it was clarified by filtration, and the filtration vessel and so for...